This data is from the Open Reaction Database (ORD), a public repository of structured organic reaction records. The task is: describe an organic reaction: reactants, conditions, products, and yield Reactants: C(C)(C)(C)OC(OC(C)(C)C)=O (di(tert-butyl)carbonate), N1CCC(CC1)CCCO (3-(4-piperidinyl)propanol), aqueous solution, [OH-].[Na+] (sodium hydroxide). The solvent is O1CCOCC1 (dioxan), O1CCOCC1 (dioxan). Conditions: temperature 0 celsius. Yields the product C(C)(C)(C)OC(=O)N1CCC(CC1)CCCO (3-[N-(tert-butoxycarbonyl)piperidin-4-yl]propanol). RXN SMILES: C(O[C:6](=[O:12])[O:7][C:8]([CH3:11])([CH3:10])[CH3:9])(C)(C)C.[NH:13]1[CH2:18][CH2:17][CH:16]([CH2:19][CH2:20][CH2:21][OH:22])[CH2:15][CH2:14]1.[OH-].[Na+]>O1CCOCC1>[C:8]([O:7][C:6]([N:13]1[CH2:18][CH2:17][CH:16]([CH2:19][CH2:20][CH2:21][OH:22])[CH2:15][CH2:14]1)=[O:12])([CH3:9])([CH3:10])[CH3:11] |f:2.3|. Procedure details: A solution of 6 g of di(tert-butyl)carbonate in 20 ml of dioxan was introduced into a solution of 3.2 g of 3-(4-piperidinyl)propanol in 50 ml of dioxan containing 25 ml of a 2N aqueous solution of sodium hydroxide, cooled at 0° C. The mixture was allowed to react for 16 hours at room temperature. The solution was then evaporated and the residue was extracted with ethylether. The organic layer was washed with a 10% solution of KHSO4 and then dried over MgSO4. Starting materials: N#Cc1cc(C(F)(F)F)ccc1Oc1cccc(C(=O)O)c1, ClCCCl, [K+], O=[N+]([O-])[O-], O, O=S(=O)(O)O. Product: N#Cc1cc(C(F)(F)F)ccc1Oc1ccc([N+](=O)[O-])c(C(=O)O)c1. Reaction SMILES: [C:1](#[N:2])[c:3]1[c:4]([O:5][c:6]2[cH:7][c:8]([C:9](=[O:10])[OH:11])[cH:12][cH:13][cH:14]2)[cH:15][cH:16][c:17]([C:19]([F:20])([F:21])[F:22])[cH:18]1.[Cl:23][CH2:24][CH2:25][Cl:26].[K+:32].[O-:33][N+:34]([O-:35])=[O:36].[OH2:37].[S:27](=[O:28])(=[O:29])([OH:30])[OH:31]>>[C:1](#[N:2])[c:3]1[c:4]([O:5][c:6]2[cH:7][c:8]([C:9](=[O:10])[OH:11])[c:12]([N+:34](=[O:33])[O-:35])[cH:13][cH:14]2)[cH:15][cH:16][c:17]([C:19]([F:20])([F:21])[F:22])[cH:18]1. Reactants: [OH-].[K+] (KOH), ClC=1C=CC=C2C3=C(N(C12)C)SC(=C3)C(=O)OC (Methyl 7-chloro-8-methylthieno[2,3-b]indole-2-carboxylate). Yields the product ClC=1C=CC=C2C3=C(N(C12)C)SC(=C3)C(=O)O (7-Chloro-8-methylthieno[2,3-b]indole-2-carboxylic acid). Isolated yield 98.9%. RXN SMILES: [OH-].[K+].[Cl:3][C:4]1[CH:5]=[CH:6][CH:7]=[C:8]2[C:12]=1[N:11]([CH3:13])[C:10]1[S:14][C:15]([C:17]([O:19]C)=[O:18])=[CH:16][C:9]2=1>>[Cl:3][C:4]1[CH:5]=[CH:6][CH:7]=[C:8]2[C:12]=1[N:11]([CH3:13])[C:10]1[S:14][C:15]([C:17]([OH:19])=[O:18])=[CH:16][C:9]2=1 |f:0.1|. Reported procedure: Prepared from KOH (4.73 g), (50) (5.9 g) after reflux overnight yielding (57) 5.54 g (99.3%). M.p. 233°-234° C. Reactants: C(C1=CC=CC=C1)OC=1C(=CC(=C(C1)Br)CBr)OC (5-(benzyloxy)-1-bromo-2-(bromomethyl)-4-methoxybenzene), C(CCC)[Li] (n-butyllithium), solution, C(C)#N (acetonitrile). The solvent is O1CCCC1 (tetrahydrofuran), CCCCCC (hexane), O1CCCC1 (tetrahydrofuran), O1CCCC1 (tetrahydrofuran). Run at temperature -78 celsius, time 15 minute. The product is C(C1=CC=CC=C1)OC1=CC(=C(C=C1OC)CCC#N)Br (3-(4-benzyloxy-2-bromo-5-methoxyphenyl)-propionitrile). The yield is 55.0%. Reaction SMILES: C([Li])CCC.[C:6](#[N:8])[CH3:7].[CH2:9]([O:16][C:17]1[C:18]([O:26][CH3:27])=[CH:19][C:20]([CH2:24]Br)=[C:21]([Br:23])[CH:22]=1)[C:10]1[CH:15]=[CH:14][CH:13]=[CH:12][CH:11]=1>CCCCCC.O1CCCC1>[CH2:9]([O:16][C:17]1[C:18]([O:26][CH3:27])=[CH:19][C:20]([CH2:24][CH2:7][C:6]#[N:8])=[C:21]([Br:23])[CH:22]=1)[C:10]1[CH:11]=[CH:12][CH:13]=[CH:14][CH:15]=1. Reported procedure: To a solution of n-butyllithium (1.8 mL of a 2.5 M solution in hexane, 4.5 mmol) in 5 mL of tetrahydrofuran is added a solution of acetonitrile (1.0 mL, 19.1 mmol) in 5 mL of tetrahydrofuran. The reaction mixture is stirred at −78° C. for 15 min. A solution of 5-(benzyloxy)-1-bromo-2-(bromomethyl)-4-methoxybenzene (0.7 g, 1.8 mmol) in 3 mL of tetrahydrofuran is added and stirring is continued for 1 hour at −78° C. The reaction is quenched by the addition of 15 mL of water and the mixture is allo... Reactants: Cc1scc2c1C(=O)Nc1ccccc1N2, Cc1ccccc1, O=C(Cl)Cl, C1COCCO1. Product: Cc1scc2c1C(=O)Nc1ccccc1N2C(=O)Cl. Reaction SMILES: [CH3:1][c:2]1[s:3][cH:4][c:5]2[c:11]1[C:10](=[O:12])[NH:9][c:8]1[c:7]([cH:16][cH:15][cH:14][cH:13]1)[NH:6]2.[CH3:27][c:28]1[cH:29][cH:30][cH:31][cH:32][cH:33]1.[Cl:17][C:18]([Cl:19])=[O:20].[O:21]1[CH2:22][CH2:23][O:24][CH2:25][CH2:26]1>>[CH3:1][c:2]1[s:3][cH:4][c:5]2[c:11]1[C:10](=[O:12])[NH:9][c:8]1[c:7]([cH:16][cH:15][cH:14][cH:13]1)[N:6]2[C:18]([Cl:17])=[O:20]. Reactants: N1C=CC2=C(C=CC=C12)C=1C=C(C=2C=NNC2C1)N (6-(1H-indol-4-yl)-1H-indazol-4-amine), C=1(C(=CC=CC1)C=O)C=O (1,2-benzenedicarbaldehyde). Run in C(C)(=O)OCC (ethyl acetate), C(C)(=O)O (acetic acid), C(C)(=O)OCC (ethyl acetate), C(C)(=O)OCC (ethyl acetate). Run at time 3 hour. The product is N1C=CC2=C(C=CC=C12)C1=CC(=C2C=NNC2=C1)N1C(C2=CC=CC=C2C1)=O (2-[6-(1H-Indol-4-yl)-1H-indazol-4-yl]-2,3-dihydro-1H-isoindol-1-one). Isolated yield 13.6%. RXN SMILES: [NH:1]1[C:9]2[C:4](=[C:5]([C:10]3[CH:11]=[C:12]([NH2:19])[C:13]4[CH:14]=[N:15][NH:16][C:17]=4[CH:18]=3)[CH:6]=[CH:7][CH:8]=2)[CH:3]=[CH:2]1.[C:20]1([CH:28]=O)[C:21]([CH:26]=[O:27])=[CH:22][CH:23]=[CH:24][CH:25]=1>C(OCC)(=O)C.C(O)(=O)C>[NH:1]1[C:9]2[C:4](=[C:5]([C:10]3[CH:18]=[C:17]4[C:13]([CH:14]=[N:15][NH:16]4)=[C:12]([N:19]4[CH2:28][C:20]5[C:21](=[CH:22][CH:23]=[CH:24][CH:25]=5)[C:26]4=[O:27])[CH:11]=3)[CH:6]=[CH:7][CH:8]=2)[CH:3]=[CH:2]1. Procedure: A mixture of 6-(1H-indol-4-yl)-1H-indazol-4-amine (100 mg, 0.403 mmol) and 1,2-benzenedicarbaldehyde (54 mg, 0.403 mmol) in ethyl acetate (1 ml) and acetic acid (0.25 ml) was stirred under a nitrogen atmosphere at room temperature for 3 h then overnight at room temperature. The reaction mixture was diluted with ethyl acetate (20 ml) and washed with 5% sodium bicarbonate solution (10 ml). The phases were separated, and the aqueous phase was extracted with further ethyl acetate (20 ml). The combin... Reactants: ClC1=CC=C(C(=N1)C#N)SC (6-Chloro-3-methylthio-2-pyridinecarbonitrile), ClC=1C=C(C=CC1Cl)O (3,4-dichlorophenol), CC(C)(C)[O-].[K+] (t-BuOK). Solvent: C1CCOC1 (THF), CS(=O)C (DMSO). Product: ClC=1C=C(OC2=CC=C(C(=N2)C#N)SC)C=CC1Cl (6-(3,4-Dichlorophenoxy)-3-methylthio-2-pyridinecarbonitrile). As a reaction SMILES: Cl[C:2]1[N:7]=[C:6]([C:8]#[N:9])[C:5]([S:10][CH3:11])=[CH:4][CH:3]=1.[Cl:12][C:13]1[CH:14]=[C:15]([OH:20])[CH:16]=[CH:17][C:18]=1[Cl:19].CC([O-])(C)C.[K+]>C1COCC1.CS(C)=O>[Cl:12][C:13]1[CH:14]=[C:15]([CH:16]=[CH:17][C:18]=1[Cl:19])[O:20][C:2]1[N:7]=[C:6]([C:8]#[N:9])[C:5]([S:10][CH3:11])=[CH:4][CH:3]=1 |f:2.3|. Procedure details: 6-Chloro-3-methylthio-2-pyridinecarbonitrile was mixed with 16.3 g of 3,4-dichlorophenol in the presence of 11.2 g of t-BuOK in 150 ml THF and 15 ml of DMSO. 13.4 g (54%) of the desired, 6-(3,4-dichlorophenoxy)-3-methylthio-2-pyridinecarbonitrile was recovered, m.p. 156°-158° C. Reactants: C1(CCCCC1)CCNCC#C (Cyclohexylethylprop-2-ynylamine), C1(CCCCC1)CCNCC#C (Cyclohexylethylprop-2-ynylamine), FC(S(=O)(=O)OC1=C(C=C(C=C1)C1CCC(CC1)(C)C)Cl)(F)F ([4-(4,4-dimethylcyclohexyl)-2-chlorophenyl] trifluoromethanesulphonate), FC(S(=O)(=O)OC1=C(C=C(C=C1)C1CCC(CC1)(C)C)Cl)(F)F ([4-(4,4-dimethylcyclohexyl)-2-chlorophenyl] trifluoromethanesulphonate), [Cl-].[Li+] (lithium chloride). Reagents/catalysts: Cl[Pd]([P](C1=CC=CC=C1)(C2=CC=CC=C2)C3=CC=CC=C3)([P](C4=CC=CC=C4)(C5=CC=CC=C5)C6=CC=CC=C6)Cl (dichlorobis(triphenylphosphine)palladium), [Cu](I)I (copper iodide). Run in C(C)OCC (diethyl ether), C(C)N(CC)CC (triethylamine), N1=CC=CC=C1 (pyridine). The product is Cl.CC1(CCC(CC1)C1=CC(=C(C=C1)C#CCNCCC1CCCCC1)Cl)C ({3-[4-(4,4-Dimethylcyclohexyl)-2-chlorophenyl]prop-2-ynyl}cyclohexylethylamine Hydrochloride). Reaction SMILES: [CH:1]1([CH2:7][CH2:8][NH:9][CH2:10][C:11]#[CH:12])[CH2:6][CH2:5][CH2:4][CH2:3][CH2:2]1.FC(F)(F)S(O[C:19]1[CH:24]=[CH:23][C:22]([CH:25]2[CH2:30][CH2:29][C:28]([CH3:32])([CH3:31])[CH2:27][CH2:26]2)=[CH:21][C:20]=1[Cl:33])(=O)=O.[Cl-].[Li+]>C(N(CC)CC)C.N1C=CC=CC=1.C(OCC)C.Cl[Pd](Cl)([P](C1C=CC=CC=1)(C1C=CC=CC=1)C1C=CC=CC=1)[P](C1C=CC=CC=1)(C1C=CC=CC=1)C1C=CC=CC=1.[Cu](I)I>[ClH:33].[CH3:31][C:28]1([CH3:32])[CH2:29][CH2:30][CH:25]([C:22]2[CH:23]=[CH:24][C:19]([C:12]#[C:11][CH2:10][NH:9][CH2:8][CH2:7][CH:1]3[CH2:6][CH2:5][CH2:4][CH2:3][CH2:2]3)=[C:20]([Cl:33])[CH:21]=2)[CH2:26][CH2:27]1 |f:2.3,9.10,^1:58,77|. Procedure: 1.42 g of dichlorobis(triphenylphosphine)palladium are added, under an inert atmosphere, to 8.03 g of cyclohexylethylprop-2-ynylamine (compound 4.1), 15 g of [4-(4,4-dimethylcyclohexyl)-2-chlorophenyl] trifluoromethanesulphonate (compound 111.1), 0.19 g of copper iodide, 3.4 g of lithium chloride in 200 ml of triethylamine and 100 ml of pyridine. The reaction mixture is refluxed for 12 hours. The solvents are evaporated off under reduced pressure and the residue obtained is purified by chromatog... The reactants are FC=1C=C(C=C(C1)OC1=CC=C(C=C1)F)Br (3-fluoro-5-(4-fluorophenoxy)phenyl bromide), C(CCC)[Li] (n-butyllithium), B(OC)(OC)OC (trimethyl borate). The solvent is O1CCCC1 (tetrahydrofuran). The product is FC=1C=C(C=C(C1)OC1=CC=C(C=C1)F)B(O)O (3-fluoro-5-(4-fluorophenoxy)phenylboronic acid). RXN SMILES: [F:1][C:2]1[CH:3]=[C:4](Br)[CH:5]=[C:6]([O:8][C:9]2[CH:14]=[CH:13][C:12]([F:15])=[CH:11][CH:10]=2)[CH:7]=1.C([Li])CCC.[B:22](OC)([O:25]C)[O:23]C>O1CCCC1>[F:1][C:2]1[CH:3]=[C:4]([B:22]([OH:25])[OH:23])[CH:5]=[C:6]([O:8][C:9]2[CH:14]=[CH:13][C:12]([F:15])=[CH:11][CH:10]=2)[CH:7]=1. Procedure: This compound is prepared in a manner analogous to that of Step B of Example 6, using 9.1 grams (0.032 mole) of 3-fluoro-5-(4-fluorophenoxy)phenyl bromide, 14 mL (0.035 mole) of n-butyllithium (2.5M in hexanes), and 10.4 mL (0.095 mole) of trimethyl borate in 100 mL of tetrahydrofuran, yielding 3-fluoro-5-(4-fluorophenoxy)phenylboronic acid. Reactants: CCO, CSc1nccc(NC(N)=NCC(F)(F)F)n1, O=C(OO)c1cccc(Cl)c1. Product: CS(=O)c1nccc(NC(N)=NCC(F)(F)F)n1. As a reaction SMILES: [CH3:29][CH2:30][OH:31].[F:12][C:13]([CH2:14][N:15]=[C:16]([NH:17][c:18]1[n:19][c:20]([S:24][CH3:25])[n:21][cH:22][cH:23]1)[NH2:26])([F:27])[F:28].[OH:1][O:2][C:3]([c:4]1[cH:5][c:6]([Cl:7])[cH:8][cH:9][cH:10]1)=[O:11]>>[O:1]=[S:24]([c:20]1[n:19][c:18]([NH:17][C:16](=[N:15][CH2:14][C:13]([F:12])([F:27])[F:28])[NH2:26])[cH:23][cH:22][n:21]1)[CH3:25].